From a dataset of the Open Reaction Database (ORD), a public repository of structured organic reaction records. describe an organic reaction: reactants, conditions, products, and yield Reactants: CC1=C(C=CC(=C1)C)C1=NC(=NC(=N1)C1=C(C=C(C=C1)C)C)OC1=CC=CC=C1 (4,6-Bis-(2,4-dimethylphenyl)-2-phenoxy-s-triazine), C1(O)=CC(O)=CC=C1 (resorcinol), NAFION, Cl (hydrochloric acid), [Cl-].[Al+3].[Cl-].[Cl-] (aluminum chloride). Run in CCCCCCC (heptane), C=1(C(=CC=CC1)C)C (xylene). Reaction conditions: temperature 160 celsius. Product: CC1=C(C=CC(=C1)C)C1=NC(=NC(=N1)C1=C(C=C(C=C1)C)C)C1=C(C=C(C=C1)O)O (4,6-Bis-(2,4-dimethylphenyl)-2-(2,4-dihydroxyphenyl)-s-triazine). Reaction SMILES: [CH3:1][C:2]1[CH:7]=[C:6]([CH3:8])[CH:5]=[CH:4][C:3]=1[C:9]1[N:14]=[C:13]([C:15]2[CH:20]=[CH:19][C:18]([CH3:21])=[CH:17][C:16]=2[CH3:22])[N:12]=[C:11](OC2C=CC=CC=2)[N:10]=1.[C:30]1([CH:37]=[CH:36][CH:35]=[C:33]([OH:34])[CH:32]=1)[OH:31].[Cl-].[Al+3].[Cl-].[Cl-].Cl>CCCCCCC.C1(C)C(C)=CC=CC=1>[CH3:1][C:2]1[CH:7]=[C:6]([CH3:8])[CH:5]=[CH:4][C:3]=1[C:9]1[N:14]=[C:13]([C:15]2[CH:20]=[CH:19][C:18]([CH3:21])=[CH:17][C:16]=2[CH3:22])[N:12]=[C:11]([C:35]2[CH:36]=[CH:37][C:30]([OH:31])=[CH:32][C:33]=2[OH:34])[N:10]=1 |f:2.3.4.5|. Procedure: To a 250 mL round-bottomed flask fitted with a magnetic stirrer, a condenser and a nitrogen atmosphere are charged 6.26 g (0.0164 mol) of the product of Example 2, 12.8 g (0.116 mol) of resorcinol, 2,4 g of NAFION® NR50 beads 10-35 and 2 mL of xylene. The mixture is heated to 160° C. for 8.5 hours and then allowed to cool to room temperature. A 2.13 g (0.0160 mol) of aluminum chloride is added all at once. The mixture is then heated to 160° C. for two hours. An aliquot is worked up by adding por... Starting materials: ClC1=NC=NC(=N1)Cl (2,4-dichloro-1,3,5-triazine), N[C@@H](C(=O)NCC(F)(F)F)C ((R)-2-amino-N-(2,2,2-trifluoroethyl)propanamide), C(C)(=O)OCC (ethyl acetate), N,N-isopropyl ethyl amine. The solvent is C1CCOC1 (THF), C(C)(C)O (isopropanol). Run at temperature -20 celsius, time 20 minute. Product: ClC1=NC(=NC=N1)N[C@@H](C(=O)NCC(F)(F)F)C ((R)-2-(4-chloro-1,3,5-triazin-2-ylamino)-N-(2,2,2-trifluoroethyl)propanamide). The yield is 32.8%. Reaction SMILES: Cl[C:2]1[N:7]=[C:6]([Cl:8])[N:5]=[CH:4][N:3]=1.[NH2:9][C@H:10]([CH3:19])[C:11]([NH:13][CH2:14][C:15]([F:18])([F:17])[F:16])=[O:12].C(OCC)(=O)C>C1COCC1.C(O)(C)C>[Cl:8][C:6]1[N:5]=[CH:4][N:3]=[C:2]([NH:9][C@H:10]([CH3:19])[C:11]([NH:13][CH2:14][C:15]([F:16])([F:17])[F:18])=[O:12])[N:7]=1. Procedure: To a solution of 2,4-dichloro-1,3,5-triazine (298 mg, 2.0 mmol) in 4 mL THF and isopropanol(1:1 v:v) at −20° C. was added (R)-2-amino-N-(2,2,2-trifluoroethyl)propanamide (412 mg, 2.0 mmol, 1.0 equiv.), followed by the addition of N,N-isopropyl ethyl amine (516 mg, 4.0 mmol, 2.0 equiv.). The reaction was stirred at −20° C. for 20 minutes then was allowed to warm to room temperature. After 30 minutes, the reaction was poured into ethyl acetate and washed with water. The organic layer was concentra... The reactants are NC1=C(C=C(C=C1)Cl)C(=O)C1=C(C=CC=C1)Cl ((2-amino-5-chlorophenyl)(2-chlorophenyl)methanone), formula II, BrBr (bromine). Run in C(C)(=O)O (acetic acid). Yields the product NC1=C(C=C(C=C1Br)Cl)C(=O)C1=C(C=CC=C1)Cl ((2-amino-3-bromo-5-chlorophenyl)(2-chlorophenyl)-methanone). RXN SMILES: [NH2:1][C:2]1[CH:7]=[CH:6][C:5]([Cl:8])=[CH:4][C:3]=1[C:9]([C:11]1[CH:16]=[CH:15][CH:14]=[CH:13][C:12]=1[Cl:17])=[O:10].[Br:18]Br>C(O)(=O)C>[NH2:1][C:2]1[C:7]([Br:18])=[CH:6][C:5]([Cl:8])=[CH:4][C:3]=1[C:9]([C:11]1[CH:16]=[CH:15][CH:14]=[CH:13][C:12]=1[Cl:17])=[O:10]. Procedure details: A 20 g sample of (2-amino-5-chlorophenyl)(2-chlorophenyl)methanone, (the compound of formula II) a compound which can be prepared according to known methods, was dissolved in 100 mL of acetic acid and 4 mL of bromine was added. The mixture was heated at reflux for two hours, cooled and concentrated in vacuo to a residue which was crystallized from ethanol yielding (2-amino-3-bromo-5-chlorophenyl)(2-chlorophenyl)-methanone having a m.p. of 100°-101° C. Reactants: CS(=O)(=O)Cl (methanesulfonyl chloride), crude product, N1(CCOCC1)C=1N=C(C2=C(N1)N(CC2)C2=CC(=CC=C2)CCN2CCNCC2)C=2C=NC(=NC2)N(CC2=CC=C(C=C2)OC)CC2=CC=C(C=C2)OC (5-{2-morpholin-4-yl-7-[3-(2-piperazin-1-yl-ethyl)-phenyl]-6,7-dihydro-5H-pyrrolo[2,3-d]pyrimidin-4-yl}-pyrimidin-2-yl-bis-(4-methoxy-benzyl)-amine). Product: CS(=O)(=O)N1CCN(CC1)CCC=1C=C(C=CC1)N1CCC2=C1N=C(N=C2C=2C=NC(=NC2)N(CC2=CC=C(C=C2)OC)CC2=CC=C(C=C2)OC)N2CCOCC2 (5-(7-{3-[2-(4-methanesulfonyl-piperazin-1-yl)-ethyl]-phenyl}-2-morpholin-4-yl-6,7-dihydro-5H-pyrrolo[2,3-d]pyrimidin-4-yl)-pyrimidin-2-yl-bis-(4-methoxy-benzyl)-amine), solid. The yield is 93.0%. Reaction SMILES: [N:1]1([C:7]2[N:8]=[C:9]([C:30]3[CH:31]=[N:32][C:33]([N:36]([CH2:46][C:47]4[CH:52]=[CH:51][C:50]([O:53][CH3:54])=[CH:49][CH:48]=4)[CH2:37][C:38]4[CH:43]=[CH:42][C:41]([O:44][CH3:45])=[CH:40][CH:39]=4)=[N:34][CH:35]=3)[C:10]3[CH2:15][CH2:14][N:13]([C:16]4[CH:21]=[CH:20][CH:19]=[C:18]([CH2:22][CH2:23][N:24]5[CH2:29][CH2:28][NH:27][CH2:26][CH2:25]5)[CH:17]=4)[C:11]=3[N:12]=2)[CH2:6][CH2:5][O:4][CH2:3][CH2:2]1.[CH3:55][S:56](Cl)(=[O:58])=[O:57]>>[CH3:55][S:56]([N:27]1[CH2:28][CH2:29][N:24]([CH2:23][CH2:22][C:18]2[CH:17]=[C:16]([N:13]3[C:11]4[N:12]=[C:7]([N:1]5[CH2:2][CH2:3][O:4][CH2:5][CH2:6]5)[N:8]=[C:9]([C:30]5[CH:31]=[N:32][C:33]([N:36]([CH2:37][C:38]6[CH:43]=[CH:42][C:41]([O:44][CH3:45])=[CH:40][CH:39]=6)[CH2:46][C:47]6[CH:48]=[CH:49][C:50]([O:53][CH3:54])=[CH:51][CH:52]=6)=[N:34][CH:35]=5)[C:10]=4[CH2:15][CH2:14]3)[CH:21]=[CH:20][CH:19]=2)[CH2:25][CH2:26]1)(=[O:58])=[O:57]. Procedure: In the same manner as Example 1-D-134, using a crude product (80 mg) of 5-{2-morpholin-4-yl-7-[3-(2-piperazin-1-yl-ethyl)-phenyl]-6,7-dihydro-5H-pyrrolo[2,3-d]pyrimidin-4-yl}-pyrimidin-2-yl-bis-(4-methoxy-benzyl)-amine obtained in Example 1-D-134 and methanesulfonyl chloride (0.017 ml) instead of acetyl chloride, a crude product of 5-(7-{3-[2-(4-methanesulfonyl-piperazin-1-yl)-ethyl]-phenyl}-2-morpholin-4-yl-6,7-dihydro-5H-pyrrolo[2,3-d]pyrimidin-4-yl)-pyrimidin-2-yl-bis-(4-methoxy-benzyl)-amine... Reactants: COc1ccc2cc(C(C)C(=O)O)ccc2c1, NCc1ccc(F)cc1F. The reagents and catalysts are [B-](F)(F)(F)F.CN(C)C(=[N+](C)C)ON1C=CC=CC1=O (TPTU), CCN(C(C)C)C(C)C (DIPEA), C1=CC=C2C(=C1)N=NN2O (HOBt). Run in CN(C)C=O (DMF), CN(C)C=O (DMF), CN(C)C=O (DMF), CN(C)C=O (DMF), CN(C)C=O (DMF), CN(C)C=O (DMF). Reaction conditions: temperature 25 celsius, time 2 hour. The product is COc1ccc2cc(C(C)C(=O)NCc3ccc(F)cc3F)ccc2c1. Isolated yield 75.5%. RXN SMILES: NCc1ccc(F)cc1F.COc1ccc2cc(C(C)C(=O)O)ccc2c1.[B-](F)(F)(F)F.CN(C)C(=[N+](C)C)ON1C=CC=CC1=O.C1=CC=C2C(=C1)N=NN2O.CCN(C(C)C)C(C)C.CN(C)C=O>>COc1ccc2cc(C(C)C(=O)NCc3ccc(F)cc3F)ccc2c1.